Dataset: the Open Reaction Database (ORD), a public repository of structured organic reaction records. Task: describe an organic reaction: reactants, conditions, products, and yield The reactants are C([O-])([O-])=O.[Na+].[Na+] (sodium carbonate), COC1=CC=2N(C3=CC=CC(=C3SC2C=C1)S(N(C)C)(=O)=O)CCCN1CCC(CC1)CCO (2-methoxy-6-dimethylsulphamoyl-10-[3-(4-hydroxyethylpiperidino)propyl]phenothiazine), C(CCCCCC)(=O)Cl (heptanoyl chloride), C(C)(=O)OCC (ethyl acetate). Run in O (water), C1(=CC=CC=C1)C (toluene). Conditions: time 6 hour. Yields the product COC1=CC=2N(C3=CC=CC(=C3SC2C=C1)S(N(C)C)(=O)=O)CCCN1CCC(CC1)CCOC(CCCCCC)=O (2-Methoxy-6-dimethylsulphamoyl-10-[3-(4-heptanoyloxyethylpiperidino)propyl]phenothiazine). The yield is 103.4%. As a reaction SMILES: [CH3:1][O:2][C:3]1[CH:16]=[CH:15][C:14]2[S:13][C:12]3[C:7](=[CH:8][CH:9]=[CH:10][C:11]=3[S:17](=[O:22])(=[O:21])[N:18]([CH3:20])[CH3:19])[N:6]([CH2:23][CH2:24][CH2:25][N:26]3[CH2:31][CH2:30][CH:29]([CH2:32][CH2:33][OH:34])[CH2:28][CH2:27]3)[C:5]=2[CH:4]=1.[C:35](Cl)(=[O:42])[CH2:36][CH2:37][CH2:38][CH2:39][CH2:40][CH3:41].C(OCC)(=O)C.C(=O)([O-])[O-].[Na+].[Na+]>C1(C)C=CC=CC=1.O>[CH3:1][O:2][C:3]1[CH:16]=[CH:15][C:14]2[S:13][C:12]3[C:7](=[CH:8][CH:9]=[CH:10][C:11]=3[S:17](=[O:21])(=[O:22])[N:18]([CH3:19])[CH3:20])[N:6]([CH2:23][CH2:24][CH2:25][N:26]3[CH2:27][CH2:28][CH:29]([CH2:32][CH2:33][O:34][C:35](=[O:42])[CH2:36][CH2:37][CH2:38][CH2:39][CH2:40][CH3:41])[CH2:30][CH2:31]3)[C:5]=2[CH:4]=1 |f:3.4.5|. Reported procedure: Working in the absence of moisture, a mixture of 2-methoxy-6-dimethylsulphamoyl-10-[3-(4-hydroxyethylpiperidino)propyl]phenothiazine (11.4 g.) and heptanoyl chloride (3.8 g.) in toluene (150 cc.) is heated under reflux, with stirring, for 6 hours. After cooling, ethyl acetate (75 cc.) is added and the mixture is then rendered alkaline, without exceeding a temperature of 5°C., by adding a solution of anhydrous sodium carbonate (2.3 g.) in distilled water (75 cc.). After decanting, the aqueous lay... Starting materials: C(=O)(O)CN1CCN(CCN(CCNCC1)CC(=O)O)CC(=O)O (1,4,7-triscarboxymethyl-1,4,7,10-tetraazacyclododecane), C([O-])([O-])=O.[K+].[K+] (potassium carbonate), CI (methyl iodide), Cl (hydrochloric acid), CI (methyl iodide), CO.CC(=O)C (methanol acetone). Run in CO (methanol). Conditions: time 15 hour. The product is CN1CCN(CCN(CCN(CC1)CC(=O)O)CC(=O)O)CC(=O)O (1-Methyl-4,7,10-triscarboxymethyl-1,4,7,10-tetraazacyclododecane). Reaction SMILES: [C:1]([CH2:4][N:5]1[CH2:16][CH2:15][NH:14][CH2:13][CH2:12][N:11]([CH2:17][C:18]([OH:20])=[O:19])[CH2:10][CH2:9][N:8]([CH2:21][C:22]([OH:24])=[O:23])[CH2:7][CH2:6]1)([OH:3])=[O:2].[C:25](=O)([O-])[O-].[K+].[K+].CI.Cl.CO.CC(C)=O>CO>[CH3:25][N:14]1[CH2:13][CH2:12][N:11]([CH2:17][C:18]([OH:20])=[O:19])[CH2:10][CH2:9][N:8]([CH2:21][C:22]([OH:24])=[O:23])[CH2:7][CH2:6][N:5]([CH2:4][C:1]([OH:3])=[O:2])[CH2:16][CH2:15]1 |f:1.2.3,6.7|. Procedure: To a solution of 250 mg (0.723 mmol) of 1,4,7-triscarboxymethyl-1,4,7,10-tetraazacyclododecane in 2.9 ml of methanol was added 220 mg (1.59 mmol) of potassium carbonate. To the resulting mixture was added 308 mg (2.17 mmol, 3 equiv) of methyl iodide. Within a short time, most of the solids dissolved. After 15 hours at 21° C., a mass of crystals had separated. Additional methanol was added (2 ml) to dissolve the solid. After 23 hours, an additional 102 mg (0.72 mmol) of methyl iodide was added. A... Starting materials: FC(CN1C2CC(CC1CC2)=O)(F)F (8-(2,2,2-Trifluoroethyl)-8-azabicyclo[3.2.1]octan-3-one), [Cl-].[NH4+] (ammonium chloride), [C-]#N.[K+] (potassium cyanide), Cl (Hydrochloric acid), [Cl-].[NH4+] (ammonium chloride). Run in O (water), O (water). Conditions: temperature 0 celsius, time 2 hour. The product is C(#N)C1(CC2CCC(C1)N2CC(F)(F)F)O (3-cyano-3-hydroxy-8-(2,2,2-trifluoroethyl)-8-azabicyclo[3.2.1]octane). Isolated yield 113.1%. As a reaction SMILES: [F:1][C:2]([F:14])([F:13])[CH2:3][N:4]1[CH:9]2[CH2:10][CH2:11][CH:5]1[CH2:6][C:7](=[O:12])[CH2:8]2.Cl.[Cl-].[NH4+:17].[C-:18]#N.[K+]>O>[C:18]([C:7]1([OH:12])[CH2:6][CH:5]2[N:4]([CH2:3][C:2]([F:1])([F:13])[F:14])[CH:9]([CH2:10][CH2:11]2)[CH2:8]1)#[N:17] |f:2.3,4.5|. Procedure details: A 50 ml 2-necked round bottom flask was fitted with a pressure equalised dropping funnel, bubbler and magnetic stirrer. 8-(2,2,2-Trifluoroethyl)-8-azabicyclo[3.2.1]octan-3-one (5.23 g, 25 mmol) was charged to the reaction flask and suspended in water (5 ml). Hydrochloric acid (5 ml, 5M) was added followed by solid ammonium chloride (2.15 g) and the mixture stirred until the ammonium chloride had dissolved. The mixture was cooled to 0° C., a solution of potassium cyanide (5.031 g, 75 mmol) in wat... Starting materials: CC(C)CB(CC(C)C)CC(C)C, CC(C)(C)C(=O)O, CC(C)C, Nc1ccccc1. Product: CC(C)CB(CC(C)C)Nc1ccccc1. As a reaction SMILES: [CH2:1]([CH:2]([CH3:3])[CH3:4])[B:5]([CH2:6][CH:7]([CH3:8])[CH3:9])[CH2:10][CH:11]([CH3:12])[CH3:13].[CH3:14][C:15]([C:16](=[O:17])[OH:18])([CH3:19])[CH3:20].[CH3:28][CH:29]([CH3:30])[CH3:31].[NH2:21][c:22]1[cH:23][cH:24][cH:25][cH:26][cH:27]1>>[B:5]([CH2:6][CH:7]([CH3:8])[CH3:9])([CH2:10][CH:11]([CH3:12])[CH3:13])[NH:21][c:22]1[cH:23][cH:24][cH:25][cH:26][cH:27]1.